This data is from the Open Reaction Database (ORD), a public repository of structured organic reaction records. The task is: describe an organic reaction: reactants, conditions, products, and yield Reactants: C(C)(C)(C)OC(=O)N[C@H](C(=O)N1[C@@H](CC2=CC=CC=C12)C(=O)OC)C (Methyl(2S)-1-{(2S)-2-[(tert-butyloxycarbonyl)-amino]-propionyl}-2,3-dihydro-1H-indole-2-carboxylate). The reagents and catalysts are [Rh] (rhodium-on-carbon). Solvent: CO (methanol). Yields the product C(C)(C)(C)OC(=O)N[C@H](C(=O)N1[C@@H](C[C@@H]2CCCC[C@H]12)C(=O)OC)C (Methyl(2S, 3aS, 7aS)-1-{(2S)-2-[(tert-butyloxycarbonyl)-amino]-propionyl}-octahydro-1H-indole-2-carboxylate). RXN SMILES: [C:1]([O:5][C:6]([NH:8][C@@H:9]([CH3:25])[C:10]([N:12]1[C:20]2[C:15](=[CH:16][CH:17]=[CH:18][CH:19]=2)[CH2:14][C@H:13]1[C:21]([O:23][CH3:24])=[O:22])=[O:11])=[O:7])([CH3:4])([CH3:3])[CH3:2]>CO.[Rh]>[C:1]([O:5][C:6]([NH:8][C@@H:9]([CH3:25])[C:10]([N:12]1[C@@H:20]2[C@@H:15]([CH2:16][CH2:17][CH2:18][CH2:19]2)[CH2:14][C@H:13]1[C:21]([O:23][CH3:24])=[O:22])=[O:11])=[O:7])([CH3:4])([CH3:3])[CH3:2]. Reported procedure: The residue obtained in Example 1 (1 kg) is dissolved in methanol and transferred to a hydrogenator, and then 0.10 kg of 5% rhodium-on-carbon is added. Starting materials: Br, Br, CCN1CC2=C(CNC2)C1, CC#N, O=C(O)c1cn(C2CC2)c2c(F)c(F)c(F)cc2c1=O. Reaction SMILES: [BrH:21].[BrH:22].[CH2:23]([CH3:24])[N:25]1[CH2:26][C:27]2=[C:31]([CH2:30][NH:29][CH2:28]2)[CH2:32]1.[CH3:33][C:34]#[N:35].[CH:1]1([n:4]2[cH:5][c:6]([C:18](=[O:19])[OH:20])[c:7](=[O:17])[c:8]3[cH:9][c:10]([F:16])[c:11]([F:15])[c:12]([F:14])[c:13]23)[CH2:2][CH2:3]1>>[CH:1]1([n:4]2[cH:5][c:6]([C:18](=[O:19])[OH:20])[c:7](=[O:17])[c:8]3[cH:9][c:10]([F:16])[c:11]([N:29]4[CH2:28][C:27]5=[C:31]([CH2:30]4)[CH2:32][N:25]([CH2:23][CH3:24])[CH2:26]5)[c:12]([F:14])[c:13]23)[CH2:2][CH2:3]1. Product: CCN1CC2=C(C1)CN(c1c(F)cc3c(=O)c(C(=O)O)cn(C4CC4)c3c1F)C2. The reactants are NC1=C(C=C(C=C1)CC(=O)OCC)OCC1CC1 (ethyl 2-(4-amino-3-(cyclopropylmethoxy)phenyl)acetate), C1CC(=O)N(C1=O)Cl (NCS). The solvent is O (water), C(Cl)(Cl)(Cl)Cl (CCl4). Reaction conditions: time 3 hour. Yields the product NC1=C(C=C(C=C1OCC1CC1)CC(=O)OCC)Cl (ethyl 2-(4-amino-3-chloro-5-(cyclopropylmethoxy)phenyl)acetate). The yield is 101.3%. RXN SMILES: [NH2:1][C:2]1[CH:7]=[CH:6][C:5]([CH2:8][C:9]([O:11][CH2:12][CH3:13])=[O:10])=[CH:4][C:3]=1[O:14][CH2:15][CH:16]1[CH2:18][CH2:17]1.C1C(=O)N([Cl:26])C(=O)C1>C(Cl)(Cl)(Cl)Cl.O>[NH2:1][C:2]1[C:3]([O:14][CH2:15][CH:16]2[CH2:18][CH2:17]2)=[CH:4][C:5]([CH2:8][C:9]([O:11][CH2:12][CH3:13])=[O:10])=[CH:6][C:7]=1[Cl:26]. Procedure details: To a stirred solution of ethyl 2-(4-amino-3-(cyclopropylmethoxy)phenyl)acetate (1.2 g, 4.0 mmol) in dry CCl4 (60 mL), NCS (0.427 g, 3.2 mmol) was added at 0° C. The reaction mixture was allowed to stir for 3 h at room temperature. The reaction mixture was diluted with water and extracted with DCM (2×50 mL). The combined organic layers were dried over Na2SO4, filtered and the volatiles removed in vacuo. The crude reaction mixture was purified by column chromatography to give ethyl 2-(4-amino-3-ch... Reaction SMILES: [ClH:1].[CH3:2][O:3][C:4]1[CH:27]=[CH:26][C:7]([C:8]([NH:10][C:11]2[CH:12]=[C:13]([CH:22]=[CH:23][C:24]=2[OH:25])[CH:14]([OH:21])[CH2:15][NH:16][C:17]([CH3:20])([CH3:19])[CH3:18])=[O:9])=[CH:6][CH:5]=1.C(O)(=O)C.ClCl.ClCl>C(O)(=O)C>[ClH:1].[CH3:2][O:3][C:4]1[CH:5]=[CH:6][C:7]([C:8]([NH:10][C:11]2[CH:12]=[C:13]([CH:22]=[C:23]([Cl:1])[C:24]=2[OH:25])[CH:14]([OH:21])[CH2:15][NH:16][C:17]([CH3:20])([CH3:18])[CH3:19])=[O:9])=[CH:26][CH:27]=1 |f:0.1,2.3,6.7|. Procedure: To a slurry of 3-(4-methoxybenzamido)-4-hydroxy-α-(tert.butylaminomethyl)benzylalcohol hydrochloride (0.5 g, 0.0013 mole) in glacial acetic acid (5 ml) a glacial acetic acid/chlorine solution (11.86 ml) containing 0.0898 g (0.0013 mole) of chlorine was added at room temperature with stirring during 10 minutes. The mixture was kept with continued stirring for 24 hours at room temperature, whereafter insoluble substance was filtered off, washed with ether, and air-dried (160 mg) (32%), melting poi... The solvent is C(C)(=O)O (acetic acid). Yields the product Cl.COC1=CC=C(C(=O)NC=2C=C(C(CNC(C)(C)C)O)C=C(C2O)Cl)C=C1 (3-(4-Methoxybenzamido)-4-hydroxy-5-chloro-α-(tert.butylaminomethyl)benzylalcohol hydrochloride). Conditions: time 10 minute. Reactants: Cl.COC1=CC=C(C(=O)NC=2C=C(C(CNC(C)(C)C)O)C=CC2O)C=C1 (3-(4-methoxybenzamido)-4-hydroxy-α-(tert.butylaminomethyl)benzylalcohol hydrochloride), C(C)(=O)O.ClCl (acetic acid chlorine), ClCl (chlorine). The reactants are N1=CC=CC=C1 (pyridine), FC1=C(C=CC=C1)C1=C(N(N=N1)CSC1=CC=CC=C1)N (5-(2-fluorophenyl)-3-phenylsulfenylmethyl-3H-1,2,3-triazol-4-ylamine), ClC(C(=O)Cl)C1CCC1 (2-chloro-2-cyclobutylacetyl chloride). The solvent is CN(C=O)C (dimethylformamide). Reaction conditions: temperature 0 celsius, time 1 hour. Yields the product ClC(C(=O)NC=1N(N=NC1C1=C(C=CC=C1)F)CSC1=CC=CC=C1)C1CCC1 (2-chloro-2-cyclobutyl-N-[5-(2-fluorophenyl)-3-phenylsulfenylmethyl-3H-1,2,3-triazol-4-yl]acetamide). Isolated yield 31359.2%. As a reaction SMILES: [F:1][C:2]1[CH:7]=[CH:6][CH:5]=[CH:4][C:3]=1[C:8]1[N:12]=[N:11][N:10]([CH2:13][S:14][C:15]2[CH:20]=[CH:19][CH:18]=[CH:17][CH:16]=2)[C:9]=1[NH2:21].N1C=CC=CC=1.[Cl:28][CH:29]([CH:33]1[CH2:36][CH2:35][CH2:34]1)[C:30](Cl)=[O:31]>CN(C)C=O>[Cl:28][CH:29]([CH:33]1[CH2:36][CH2:35][CH2:34]1)[C:30]([NH:21][C:9]1[N:10]([CH2:13][S:14][C:15]2[CH:20]=[CH:19][CH:18]=[CH:17][CH:16]=2)[N:11]=[N:12][C:8]=1[C:3]1[CH:4]=[CH:5][CH:6]=[CH:7][C:2]=1[F:1])=[O:31]. Procedure details: To a cooled (0° C.), stirred solution of 5-(2-fluorophenyl)-3-phenylsulfenylmethyl-3H-1,2,3-triazol-4-ylamine (1 g, 3.33 mmol) in dimethylformamide (15 ml) was added pyridine (460μl, 4.33 mmol) followed by 2-chloro-2-cyclobutylacetyl chloride (810 mg, 3.83 mmol) and the reaction stirred at 0° C. for 1 hour. The reaction was quenched by partitioning between ethyl acetate (100 ml) and water (100 ml). The layers were separated and the aqueous layer extracted with ethyl acetate (100 ml). The combine... Reactants: C1CCOC1, Cc1ccccc1B(O)O, O=Cc1ccc(Cl)cc1, [F-], [K+]. Yields the product Cc1ccccc1-c1ccc(C=O)cc1. As a reaction SMILES: [CH2:22]1[O:23][CH2:24][CH2:25][CH2:26]1.[CH3:10][c:11]1[c:12]([B:17]([OH:18])[OH:19])[cH:13][cH:14][cH:15][cH:16]1.[Cl:1][c:2]1[cH:3][cH:4][c:5]([CH:6]=[O:7])[cH:8][cH:9]1.[F-:20].[K+:21]>>[c:2]1(-[c:12]2[c:11]([CH3:10])[cH:16][cH:15][cH:14][cH:13]2)[cH:3][cH:4][c:5]([CH:6]=[O:7])[cH:8][cH:9]1. Reactants: C(C)N(C1=CC(=C(C=O)C=C1)OCOC)CC (4-diethylamino-2-(methoxymethoxy)benzaldehyde), B(OCCCC)(OCCCC)OCCCC (tri-n-butyl borate), C(CCC)N (n-butylamine), OC=1C=C(C=CC1OC)C=CC(CC(C)=O)=O (6-(3-Hydroxy-4-methoxyphenyl)hex-5-ene-2,4-dione), B(=O)OB=O (boron trioxide). Solvent: C(C)(=O)OCC (ethyl acetate), [Cl-].[Na+].O (brine), C(C)(=O)OCC (ethyl acetate). Conditions: time 1 hour. The product is C(C)N(C1=CC(=C(C=C1)\C=C\C(CC(\C=C\C1=CC(=C(C=C1)O)OC)=O)=O)OCOC)CC ((1E,6E)-1-[4-diethylamino-2-(methoxymethoxy)phenyl]-7-(4-hydroxy-3-methoxyphenyl)hepta-1,6-diene-3,5-dione). Yield: 149.9%. As a reaction SMILES: [OH:1][C:2]1[CH:3]=[C:4]([CH:10]=[CH:11][C:12](=[O:17])[CH2:13][C:14](=[O:16])[CH3:15])[CH:5]=[CH:6][C:7]=1[O:8]C.B(OB=O)=O.[CH2:23]([N:25]([CH2:38][CH3:39])[C:26]1[CH:33]=[CH:32][C:29]([CH:30]=O)=[C:28]([O:34][CH2:35][O:36][CH3:37])[CH:27]=1)[CH3:24].B(OCCCC)(OCCCC)O[CH2:42]CCC.C(N)CCC>C(OCC)(=O)C.[Cl-].[Na+].O>[CH2:23]([N:25]([CH2:38][CH3:39])[C:26]1[CH:33]=[CH:32][C:29](/[CH:30]=[CH:15]/[C:14](=[O:16])[CH2:13][C:12](=[O:17])/[CH:11]=[CH:10]/[C:4]2[CH:5]=[CH:6][C:7]([OH:8])=[C:2]([O:1][CH3:42])[CH:3]=2)=[C:28]([O:34][CH2:35][O:36][CH3:37])[CH:27]=1)[CH3:24] |f:6.7.8|. Procedure details: 6-(3-Hydroxy-4-methoxyphenyl)hex-5-ene-2,4-dione (20 mg, 0.085 mmol) and boron trioxide (11 mg, 0.16 mmol) were placed in a 20 mL reaction vessel, and dissolved in 0.4 mL of ethyl acetate. To the stirring solution at 80° C. was added a solution of 4-diethylamino-2-(methoxymethoxy)benzaldehyde (26 mg, 0.11 mmol) and tri-n-butyl borate (25 μL, 93 μmol) in 0.7 mL of ethyl acetate. After the reaction mixture was stirred for 2 h at the same temperature, n-butylamine (10 μL, 0.10 mmol) was added with ... The reactants are ClC1=CC=C(C(=O)C2=CC=C(CN3C=C(C4=C3N=C(N(C4=O)CC)SC)C)C=C2)C=C1 (7-[4-(4-chlorobenzoyl)benzyl]-3-ethyl-5-methyl-2-methylthio-7H-pyrrolo[2,3-d]pyrimidin-4(3H)-one), C(C)(=O)O (acetic acid). The reagents and catalysts are [Ni] (Raney nickel). The solvent is COCCOC (DME), C(C)O (ethanol). Run at temperature 40 celsius. Yields the product ClC1=CC=C(C(=O)C2=CC=C(CN3C=C(C4=C3N=CN(C4=O)CC)C)C=C2)C=C1 (7-[4-(4-Chlorobenzoyl)benzyl]-3-ethyl-5-methyl-7H-pyrrolo [2,3-d]pyrimidin-4(3H)-one). Yield: 82.4%. Reaction SMILES: [Cl:1][C:2]1[CH:31]=[CH:30][C:5]([C:6]([C:8]2[CH:29]=[CH:28][C:11]([CH2:12][N:13]3[C:17]4[N:18]=[C:19](SC)[N:20]([CH2:23][CH3:24])[C:21](=[O:22])[C:16]=4[C:15]([CH3:27])=[CH:14]3)=[CH:10][CH:9]=2)=[O:7])=[CH:4][CH:3]=1.C(O)(=O)C>COCCOC.C(O)C.[Ni]>[Cl:1][C:2]1[CH:31]=[CH:30][C:5]([C:6]([C:8]2[CH:29]=[CH:28][C:11]([CH2:12][N:13]3[C:17]4[N:18]=[CH:19][N:20]([CH2:23][CH3:24])[C:21](=[O:22])[C:16]=4[C:15]([CH3:27])=[CH:14]3)=[CH:10][CH:9]=2)=[O:7])=[CH:4][CH:3]=1. Procedure details: In a mixture of DME (65 ml) and ethanol (6 ml) was dissolved 7-[4-(4-chlorobenzoyl)benzyl]-3-ethyl-5-methyl-2-methylthio-7H-pyrrolo[2,3-d]pyrimidin-4(3H)-one (500 mg) followed by addition of acetic acid (336 mg), and the mixture was warmed to 40° C. Then, Raney nickel was added until disappearance of the starting compound had been verified by TLC. The catalyst was then filtered off and the solvent was distilled off under reduced pressure. The residue was dissolved in ethyl acetate, washed with s... Reactants: C1(=C(C=CC=C1)N)N (phenylene diamine), [N+](=O)([O-])NC1=CC=CC=C1 (nitroaniline), S(O)(O)(=O)=O (sulfuric acid), [As](O)(O)(O)=O (arsenic acid), [N+](=O)([O-])C=1C=C(C=CC1)S(=O)(=O)O (m-nitrobenzene sulfonic acid). The solvent is OCC(O)CO (glycerine). The product is amino- or nitro-quinoline, C1=NC=CC2=CC=CC=C12 (isoquinoline). RXN SMILES: [C:1]1(N)[CH:6]=[CH:5][CH:4]=[CH:3][C:2]=1N.[N+]([NH:12][C:13]1[CH:18]=CC=CC=1)([O-])=O.S(=O)(=O)(O)O.[As](=O)(O)(O)O.[N+]([C:32]1C=C(S(O)(=O)=O)C=CC=1)([O-])=O>OCC(CO)O>[CH:32]1[C:2]2[C:1](=[CH:6][CH:5]=[CH:4][CH:3]=2)[CH:18]=[CH:13][N:12]=1. Reported procedure: In a Skraup synthesis, a phenylene diamine (148) or a nitroaniline is reacted with glycerine (149) and sulfuric acid or arsenic acid and an oxidizing agent, such as m-nitrobenzene sulfonic acid (Scheme 66). ##STR86## An intermediate amino- or nitro-quinoline or isoquinoline is produced. In the case of the amino-quinoline, it is not isolated, as it reacts immediately with excess reagents to yield the phenanthroline. If a nitro-aniline has been used to produce a nitroquinoline, it is isolated and ... The reactants are CCOC(=O)COc1ccc(Cc2ncc[nH]2)cc1, CCO, N. Yields the product NC(=O)COc1ccc(Cc2ncc[nH]2)cc1. Reaction SMILES: [CH2:1]([O:3][C:4](=[O:2])[CH2:5][O:6][c:7]1[cH:8][cH:9][c:10]([CH2:13][c:14]2[nH:15][cH:16][cH:17][n:18]2)[cH:11][cH:12]1)[CH3:19].[CH3:21][CH2:22][OH:23].[NH3:20]>>[O:3]=[C:4]([CH2:5][O:6][c:7]1[cH:8][cH:9][c:10]([CH2:13][c:14]2[n:15][cH:16][cH:17][nH:18]2)[cH:11][cH:12]1)[NH2:20].